This data is from the Open Reaction Database (ORD), a public repository of structured organic reaction records. The task is: describe an organic reaction: reactants, conditions, products, and yield Reaction SMILES: [CH3:17][C:18](=[O:19])[O-:20].[CH3:1][O:2][c:3]1[c:4]2[c:8]([cH:9][cH:10][cH:11]1)[C:7](=[O:12])[CH2:6][CH2:5]2.[CH3:21][OH:22].[ClH:15].[NH2:13][OH:14].[Na+:16]>>[CH3:1][O:2][c:3]1[c:4]2[c:8]([cH:9][cH:10][cH:11]1)[C:7](=[N:13][OH:14])[CH2:6][CH2:5]2. Yields the product COc1cccc2c1CCC2=NO. The reactants are CC(=O)[O-], COc1cccc2c1CCC2=O, CO, Cl, NO, [Na+]. The reactants are COC(=O)C(Cc1ccc(O)cc1)NC(=O)OC(C)(C)C, CCOC(C)=O, CCOC(=O)N=NC(=O)OCC, C1CCOC1, O=C(OCc1ccccc1)N1CCC(O)CC1, c1ccc(P(c2ccccc2)c2ccccc2)cc1. Yields the product COC(=O)C(Cc1ccc(OC2CCN(C(=O)OCc3ccccc3)CC2)cc1)NC(=O)OC(C)(C)C. As a reaction SMILES: [C:18]([CH3:19])([CH3:20])([CH3:21])[O:22][C:23](=[O:24])[NH:25][CH:26]([C:27](=[O:28])[O:29][CH3:30])[CH2:31][c:32]1[cH:33][cH:34][c:35]([OH:38])[cH:36][cH:37]1.[CH3:75][CH2:76][O:77][C:78](=[O:79])[CH3:80].[O:58]=[C:59]([O:60][CH2:61][CH3:62])[N:63]=[N:64][C:65]([O:66][CH2:67][CH3:68])=[O:69].[O:70]1[CH2:71][CH2:72][CH2:73][CH2:74]1.[OH:1][CH:2]1[CH2:3][CH2:4][N:5]([C:8](=[O:9])[O:10][CH2:11][c:12]2[cH:13][cH:14][cH:15][cH:16][cH:17]2)[CH2:6][CH2:7]1.[c:39]1([P:40]([c:41]2[cH:42][cH:43][cH:44][cH:45][cH:46]2)[c:47]2[cH:48][cH:49][cH:50][cH:51][cH:52]2)[cH:53][cH:54][cH:55][cH:56][cH:57]1>>[O:1]([CH:2]1[CH2:3][CH2:4][N:5]([C:8](=[O:9])[O:10][CH2:11][c:12]2[cH:13][cH:14][cH:15][cH:16][cH:17]2)[CH2:6][CH2:7]1)[c:35]1[cH:34][cH:33][c:32]([CH2:31][CH:26]([NH:25][C:23]([O:22][C:18]([CH3:19])([CH3:20])[CH3:21])=[O:24])[C:27](=[O:28])[O:29][CH3:30])[cH:37][cH:36]1. The reactants are CN(C)C=O, [Cl-], Cc1c(C(Cl)C2CCCCC2)sc2ccccc12, [I-], COC(=O)c1ccc(N)cn1, [NH4+], [Na+], [Na+], [Na+], O=C([O-])[O-]. Yields the product COC(=O)c1ccc(NC(c2sc3ccccc3c2C)C2CCCCC2)cn1. As a reaction SMILES: [CH3:40][N:41]([CH3:42])[CH:43]=[O:44].[Cl-:38].[Cl:1][CH:2]([c:3]1[s:4][c:5]2[c:6]([c:7]1[CH3:8])[cH:9][cH:10][cH:11][cH:12]2)[CH:13]1[CH2:14][CH2:15][CH2:16][CH2:17][CH2:18]1.[I-:31].[NH2:19][c:20]1[cH:21][cH:22][c:23]([C:26](=[O:27])[O:28][CH3:29])[n:24][cH:25]1.[NH4+:39].[Na+:30].[Na+:32].[Na+:33].[O-:34][C:35](=[O:36])[O-:37]>>[CH:2]([c:3]1[s:4][c:5]2[c:6]([c:7]1[CH3:8])[cH:9][cH:10][cH:11][cH:12]2)([CH:13]1[CH2:14][CH2:15][CH2:16][CH2:17][CH2:18]1)[NH:19][c:20]1[cH:21][cH:22][c:23]([C:26](=[O:27])[O:28][CH3:29])[n:24][cH:25]1. The reactants are C1COCCN1, CC1(C)OC(=O)C(=CC(=O)Cl)O1, NCc1ccc(Cl)c(Cl)c1, ClCCl. The product is CC1(C)OC(=O)C(=CC(=O)NCc2ccc(Cl)c(Cl)c2)O1. RXN SMILES: [CH2:11]1[NH:12][CH2:13][CH2:14][O:15][CH2:16]1.[CH3:17][C:18]1([CH3:28])[O:19][C:20](=[O:27])[C:21](=[CH:23][C:24](=[O:25])[Cl:26])[O:22]1.[Cl:1][c:2]1[cH:3][c:4]([CH2:5][NH2:6])[cH:7][cH:8][c:9]1[Cl:10].[Cl:29][CH2:30][Cl:31]>>[Cl:1][c:2]1[cH:3][c:4]([CH2:5][NH:6][C:24]([CH:23]=[C:21]2[C:20](=[O:27])[O:19][C:18]([CH3:17])([CH3:28])[O:22]2)=[O:25])[cH:7][cH:8][c:9]1[Cl:10]. The reactants are Cl.Cl.NC1CN2CCC1CC2 (3-aminoquinuclidine dihydrochloride), [N-]=[N+]=[N-].[Na+] (sodium azide), C(C)OC(OCC)OCC (triethylorthoformate). The solvent is C(C)(=O)O (acetic acid). Run at temperature 100 celsius. Product: N1(N=NN=C1)C1CN2CCC1CC2 (3(1H-Tetrazo1-1-yl)-1-azabicyclo[2.2.2]octane). Isolated yield 60.4%. As a reaction SMILES: Cl.Cl.[NH2:3][CH:4]1[CH:9]2[CH2:10][CH2:11][N:6]([CH2:7][CH2:8]2)[CH2:5]1.[N-:12]=[N+:13]=[N-:14].[Na+].[CH2:16](OC(OCC)OCC)C>C(O)(=O)C>[N:3]1([CH:4]2[CH:9]3[CH2:10][CH2:11][N:6]([CH2:7][CH2:8]3)[CH2:5]2)[CH:16]=[N:14][N:13]=[N:12]1 |f:0.1.2,3.4|. Procedure details: A suspension of 3-aminoquinuclidine dihydrochloride (19.94 g, 0.1 mol), sodium azide (7.8 g, 0.12 mol) and triethylorthoformate (22 mL, 0.15 mol) in glacial acetic acid (50 mL) is heated at an oil bath temperature of 100° C. for 3 hours. The solvent is removed and the oily residue is partitioned between aqueous concentrated potassium carbonate solution and chloroform. The organic layer is dried (potassium carbonate) and concentrated to an oil. The oil is purified by column chromatography (silica... Starting materials: O=C(Cl)C=Cc1ccccc1, [Li]CCCC, C1CCOC1, CCOC(C)=O, O=C1NC(c2ccccc2)CO1. Product: O=C(C=Cc1ccccc1)N1C(=O)OCC1c1ccccc1. As a reaction SMILES: [C:18]([CH:19]=[CH:20][c:21]1[cH:22][cH:23][cH:24][cH:25][cH:26]1)(=[O:27])[Cl:28].[CH2:13]([Li:14])[CH2:15][CH2:16][CH3:17].[CH2:35]1[O:36][CH2:37][CH2:38][CH2:39]1.[CH3:29][CH2:30][O:31][C:32](=[O:33])[CH3:34].[c:1]1([CH:7]2[NH:8][C:9](=[O:12])[O:10][CH2:11]2)[cH:2][cH:3][cH:4][cH:5][cH:6]1>>[c:1]1([CH:7]2[N:8]([C:18]([CH:19]=[CH:20][c:21]3[cH:22][cH:23][cH:24][cH:25][cH:26]3)=[O:27])[C:9](=[O:12])[O:10][CH2:11]2)[cH:2][cH:3][cH:4][cH:5][cH:6]1. Reactants: CN(Cc1cc(CCl)ccc1Oc1ccc(Cl)c(Cl)c1)C(=O)OC(C)(C)C, CC(C)N1CCNC(=O)C1, [H-], [Na+], CN(C)C=O. The product is CC(C)N1CCN(Cc2ccc(Oc3ccc(Cl)c(Cl)c3)c(CN(C)C(=O)OC(C)(C)C)c2)C(=O)C1. Reaction SMILES: [C:13]([CH3:14])([CH3:15])([CH3:16])[O:17][C:18]([N:19]([CH3:20])[CH2:21][c:22]1[c:23]([O:30][c:31]2[cH:32][c:33]([Cl:38])[c:34]([Cl:37])[cH:35][cH:36]2)[cH:24][cH:25][c:26]([CH2:28][Cl:29])[cH:27]1)=[O:39].[CH:1]([CH3:2])([CH3:3])[N:4]1[CH2:5][C:6](=[O:10])[NH:7][CH2:8][CH2:9]1.[H-:12].[Na+:11].[O:40]=[CH:41][N:42]([CH3:43])[CH3:44]>>[CH:1]([CH3:2])([CH3:3])[N:4]1[CH2:5][C:6](=[O:10])[N:7]([CH2:28][c:26]2[cH:25][cH:24][c:23]([O:30][c:31]3[cH:32][c:33]([Cl:38])[c:34]([Cl:37])[cH:35][cH:36]3)[c:22]([CH2:21][N:19]([C:18]([O:17][C:13]([CH3:14])([CH3:15])[CH3:16])=[O:39])[CH3:20])[cH:27]2)[CH2:8][CH2:9]1.